From a dataset of the Open Reaction Database (ORD), a public repository of structured organic reaction records. describe an organic reaction: reactants, conditions, products, and yield Starting materials: CCO, O=C(O)c1ccc(S(=O)(=O)Cl)cc1, Nc1ccc(F)c(C(F)(F)F)c1, c1ccncc1. Product: O=C(O)c1ccc(S(=O)(=O)Nc2ccc(F)c(C(F)(F)F)c2)cc1. As a reaction SMILES: [CH3:26][CH2:27][OH:28].[Cl:1][S:2](=[O:3])(=[O:4])[c:5]1[cH:6][cH:7][c:8]([C:9](=[O:10])[OH:11])[cH:12][cH:13]1.[F:14][c:15]1[c:16]([C:22]([F:23])([F:24])[F:25])[cH:17][c:18]([NH2:19])[cH:20][cH:21]1.[cH:29]1[cH:30][cH:31][n:32][cH:33][cH:34]1>>[S:2](=[O:3])(=[O:4])([c:5]1[cH:6][cH:7][c:8]([C:9](=[O:10])[OH:11])[cH:12][cH:13]1)[NH:19][c:18]1[cH:17][c:16]([C:22]([F:23])([F:24])[F:25])[c:15]([F:14])[cH:21][cH:20]1. The reactants are Cl.Cl.C(C1=CN=CC=C1)(=O)CC(=O)OC (methyl nicotinoylacetate dihydrochloride), C(C)(=O)[O-].[Na+] (sodium acetate), C(C)(=O)O (acetic acid), N (Ammonia). Run in CO (methanol), C1(=CC=CC=C1)C (toluene). Reaction conditions: temperature 62.5 celsius, time 4 hour. Yields the product NC(=CC(=O)OC)C=1C=NC=CC1 (methyl 3-amino-3-(3-pyridyl)-2-propenoate). Isolated yield 83.0%. RXN SMILES: Cl.Cl.[C:3]([CH2:11][C:12]([O:14][CH3:15])=[O:13])(=O)[C:4]1[CH:9]=[CH:8][CH:7]=[N:6][CH:5]=1.C([O-])(=O)C.[Na+].C(O)(=O)C.[NH3:25]>CO.C1(C)C=CC=CC=1>[NH2:25][C:3]([C:4]1[CH:5]=[N:6][CH:7]=[CH:8][CH:9]=1)=[CH:11][C:12]([O:14][CH3:15])=[O:13] |f:0.1.2,3.4|. Reported procedure: A suspension of methyl nicotinoylacetate dihydrochloride (50.0 g, 0.23 mol, dried) and sodium acetate (19.0 g, 0.23 mol) in glacial acetic acid (1.4 g, 0.02 mol), toluene (50 g), and methanol (50 g) was heated to 60-65° C. Ammonia (14.0 g, 0.82 mol) was bubbled through the suspension. After four hours, no starting material was present by HPLC. Two-thirds of the solvents were removed by distillation. The solution was stirred at 0° C. for one hour, and the precipitate was collected by filtration a...